This data is from the Open Reaction Database (ORD), a public repository of structured organic reaction records. The task is: describe an organic reaction: reactants, conditions, products, and yield Starting materials: CC1CN(c2ccc(C#N)c(C(F)(F)F)c2)C(C)CN1, O=C(Cl)Oc1ccccc1, Nc1ccnc(Br)c1, c1ccncc1. Product: CC1CN(c2ccc(C#N)c(C(F)(F)F)c2)C(C)CN1C(=O)Nc1ccnc(Br)c1. Reaction SMILES: [CH3:19][CH:20]1[N:21]([c:27]2[cH:28][c:29]([C:35]([F:36])([F:37])[F:38])[c:30]([C:31]#[N:32])[cH:33][cH:34]2)[CH2:22][CH:23]([CH3:26])[NH:24][CH2:25]1.[Cl:9][C:10](=[O:11])[O:12][c:13]1[cH:14][cH:15][cH:16][cH:17][cH:18]1.[NH2:1][c:2]1[cH:3][c:4]([Br:8])[n:5][cH:6][cH:7]1.[cH:39]1[cH:40][cH:41][n:42][cH:43][cH:44]1>>[NH:1]([c:2]1[cH:3][c:4]([Br:8])[n:5][cH:6][cH:7]1)[C:10](=[O:11])[N:24]1[CH:23]([CH3:26])[CH2:22][N:21]([c:27]2[cH:28][c:29]([C:35]([F:36])([F:37])[F:38])[c:30]([C:31]#[N:32])[cH:33][cH:34]2)[CH:20]([CH3:19])[CH2:25]1. Starting materials: C1(=CC=CC=C1)S(=O)(=O)N (benzenesulfonamide), Cl (hydrochloric acid), N1=CC=CC=C1 (pyridine), N1=CC=CC=C1 (pyridine), C(Cl)(Cl)(Cl)Cl (carbon tetrachloride). The solvent is C(C)(=O)O (acetic acid), CO (methanol). Run at time 45 minute. The product is C1(=CC=CC=C1)S(=O)(=O)C1=NS(C2=C1C=CC=C2)=O (benzenesulfonylbenzisothiazolone). RXN SMILES: [C:1]1([S:7](N)(=[O:9])=[O:8])[CH:6]=[CH:5][CH:4]=[CH:3][CH:2]=1.[N:11]1[CH:16]=[CH:15][CH:14]=[CH:13][CH:12]=1.C(Cl)(Cl)(Cl)Cl.Cl>CO.C(O)(=O)C>[C:1]1([S:7]([C:16]2[C:15]3[CH:14]=[CH:13][CH:12]=[CH:2][C:1]=3[S:7](=[O:8])[N:11]=2)(=[O:9])=[O:8])[CH:6]=[CH:5][CH:4]=[CH:3][CH:2]=1. Procedure details: 31.44 G. (0.2 mole) of benzenesulfonamide was dissolved in 80 ml. of dry pyridine to obtain a clear, straw-colored solution, which was placed in a cold water bath. To this pyridine solution was added the carbon tetrachloride solution produced in Part B above. An exothermic reaction ensued with formation of a white slurry, which was stirred at ambient temperature for 45 minutes and then poured into 600 ml. of 2N hydrochloric acid. The aqueous phase of the resultant mixture was decanted from the l... Starting materials: C(C)N1C(CCC1)CN (1-ethyl-2-aminomethylpyrrolidine), crystals, COC1=C(C(=O)Cl)C=C(C(=C1)C)Cl (2-methoxy-4-methyl-5-chlorobenzoyl chloride). Solvent: CC(=O)CC (methylethylketone), CC(=O)CC (methylethylketone). Reaction conditions: temperature 5 celsius, time 1 hour. The product is C(C)N1C(CCC1)CNC(C1=C(C=C(C(=C1)Cl)C)OC)=O (N-(1-ethyl-2-pyrrolidylmethyl)-2-methoxy-4-methyl-5-chlorobenzamide). Yield: 101.9%. RXN SMILES: [CH2:1]([N:3]1[CH2:7][CH2:6][CH2:5][CH:4]1[CH2:8][NH2:9])[CH3:2].[CH3:10][O:11][C:12]1[CH:20]=[C:19]([CH3:21])[C:18]([Cl:22])=[CH:17][C:13]=1[C:14](Cl)=[O:15]>CC(CC)=O>[CH2:1]([N:3]1[CH2:7][CH2:6][CH2:5][CH:4]1[CH2:8][NH:9][C:14](=[O:15])[C:13]1[CH:17]=[C:18]([Cl:22])[C:19]([CH3:21])=[CH:20][C:12]=1[O:11][CH3:10])[CH3:2]. Procedure details: In a 1 liter flask equipped with an agitator, a thermometer and a dropping funnel, there are put 46 g (0.36 mole) of 1-ethyl-2-aminomethylpyrrolidine and 45 ml of methylethylketone. While maintaining the temperature of the mixture at about 5° C, there are added dropwise 79 g (0.36 mole) of 2-methoxy-4-methyl-5-chlorobenzoyl chloride dissolved in 400 ml of methylethylketone. The introduction requires about 1 hour. There is precipitation of N-(1-ethyl-2-pyrrolidylmethyl)-2-methoxy-4-methyl-5-chlor... The reactants are C1CCOC1, CC(O)C(Cc1ccc(Cl)cn1)c1ccccc1, c1ccc(P(c2ccccc2)c2ccccc2)cc1, [N-]=[N+]=NP(=O)(c1ccccc1)c1ccccc1. Product: CC(N=[N+]=[N-])C(Cc1ccc(Cl)cn1)c1ccccc1. RXN SMILES: [CH2:55]1[O:56][CH2:57][CH2:58][CH2:59]1.[Cl:1][c:2]1[cH:3][cH:4][c:5]([CH2:8][CH:9]([CH:10]([CH3:11])[OH:12])[c:13]2[cH:14][cH:15][cH:16][cH:17][cH:18]2)[n:6][cH:7]1.[c:19]1([P:20]([c:21]2[cH:22][cH:23][cH:24][cH:25][cH:26]2)[c:27]2[cH:28][cH:29][cH:30][cH:31][cH:32]2)[cH:33][cH:34][cH:35][cH:36][cH:37]1.[c:38]1([P:39]([c:40]2[cH:41][cH:42][cH:43][cH:44][cH:45]2)(=[O:46])[N:52]=[N+:53]=[N-:54])[cH:47][cH:48][cH:49][cH:50][cH:51]1>>[Cl:1][c:2]1[cH:3][cH:4][c:5]([CH2:8][CH:9]([CH:10]([CH3:11])[N:52]=[N+:53]=[N-:54])[c:13]2[cH:14][cH:15][cH:16][cH:17][cH:18]2)[n:6][cH:7]1. The reactants are O=C1CN(Cc2ccccc2)CCC12CC2, CC(C)O, [Cl-], [Cl-], Cl, [Mg+2], [Na+], [OH-]. Product: OC1CN(Cc2ccccc2)CCC12CC2. As a reaction SMILES: [CH2:2]([c:3]1[cH:4][cH:5][cH:6][cH:7][cH:8]1)[N:9]1[CH2:10][C:11](=[O:17])[C:12]2([CH2:13][CH2:14]2)[CH2:15][CH2:16]1.[CH3:23][CH:24]([OH:25])[CH3:26].[Cl-:20].[Cl-:22].[ClH:1].[Mg+2:21].[Na+:19].[OH-:18]>>[CH2:2]([c:3]1[cH:4][cH:5][cH:6][cH:7][cH:8]1)[N:9]1[CH2:10][CH:11]([OH:17])[C:12]2([CH2:13][CH2:14]2)[CH2:15][CH2:16]1. The reactants are BrC=1C=C2[C@H]3[C@@H](N4C2=C(C1)CC4)CCN(C3)C(=O)OC(C)(C)C (tert-butyl (6aS,10aR)-2-bromo-4,5,7,8,10,10a-hexahydropyrido[4,3-b]pyrrolo[3,2,1-hi]indole-9(6aH) carboxylate), FC(C1=C(C=CC=C1)B(O)O)(F)F (2-(trifluoromethyl)phenylboronic acid). The product is FC(C1=C(C=CC=C1)C=1C=C2[C@H]3[C@@H](N4C2=C(C1)CC4)CCN(C3)C(=O)OC(C)(C)C)(F)F (tert-butyl (6aS,10aR)-2-[2-(trifluoromethyl)phenyl]-4,5,7,8,10,10a-hexahydropyrido[4,3-b]pyrrolo[3,2,1-hi]indole-9(6aH)-carboxylate). RXN SMILES: Br[C:2]1[CH:3]=[C:4]2[C:8]3=[C:9]([CH2:11][CH2:12][N:7]3[C@H:6]3[CH2:13][CH2:14][N:15]([C:17]([O:19][C:20]([CH3:23])([CH3:22])[CH3:21])=[O:18])[CH2:16][C@@H:5]23)[CH:10]=1.[F:24][C:25]([F:36])([F:35])[C:26]1[CH:31]=[CH:30][CH:29]=[CH:28][C:27]=1B(O)O>>[F:24][C:25]([F:36])([F:35])[C:26]1[CH:31]=[CH:30][CH:29]=[CH:28][C:27]=1[C:2]1[CH:3]=[C:4]2[C:8]3=[C:9]([CH2:11][CH2:12][N:7]3[C@H:6]3[CH2:13][CH2:14][N:15]([C:17]([O:19][C:20]([CH3:21])([CH3:22])[CH3:23])=[O:18])[CH2:16][C@@H:5]23)[CH:10]=1. Procedure details: The title compound was prepared by the method of Example 89 step C from tert-butyl (6aS,10aR)-2-bromo-4,5,7,8,10,10a-hexahydropyrido[4,3-b]pyrrolo[3,2,1-hi]indole-9(6aH) carboxylate (189 mg, 0.5 mmol) and 2-(trifluoromethyl)phenylboronic acid (190 mg, 1.0 mmol) to afford after chromatographic purification the title compound (175 mg, 79%). 1H NMR (CDCl3, 300 MHz) δ7.69 (d, 1H, J=7.7 Hz), 7.50 (dd, 1H, J=7.3, 7.7 Hz), 7.40 (dd, 1H, J=7.7, 7.3 Hz), 7.31 (d, 1H, J=7.3 Hz), 6.89 (s, 1H), 6.85 (s, 1H)...